This data is from the Open Reaction Database (ORD), a public repository of structured organic reaction records. The task is: describe an organic reaction: reactants, conditions, products, and yield Starting materials: C(C)N(CCNC(=O)C1=C(NC=2\C(\CCCC12)=C\1/C(NC2=CC=C(C=C12)F)=O)C)CC ((Z)—N-[2-(diethylamino)ethyl]-2-methyl-7-(1,2-dihydro-5-fluoro-2-oxo-3H-indol-3-ylidene)-4,5,6,7-tetrahydro-1H-indol-3-carboxamide), C(C)#N (acetonitrile), C(CCC(=O)O)(=O)O (succinic acid). The solvent is ClCCl (dichloromethane). The product is C(CCC(=O)O)(=O)O.C(C)N(CCNC(=O)C1=C(NC=2\C(\CCCC12)=C\1/C(NC2=CC=C(C=C12)F)=O)C)CC ((Z)—N-[2-(diethylamino)ethyl]-2-methyl-7-(1,2-dihydro-5-fluoro-2-oxo-3H-indol-3-ylidene)-4,5,6,7-tetrahydro-1H-indol-3-carboxamide succinate). Yield: 87.0%. Reaction SMILES: [CH2:1]([N:3]([CH2:30][CH3:31])[CH2:4][CH2:5][NH:6][C:7]([C:9]1[C:17]2[CH2:16][CH2:15][CH2:14]/[C:13](=[C:18]3/[C:19](=[O:28])[NH:20][C:21]4[C:26]/3=[CH:25][C:24]([F:27])=[CH:23][CH:22]=4)/[C:12]=2[NH:11][C:10]=1[CH3:29])=[O:8])[CH3:2].C(#N)C.[C:35]([OH:42])(=[O:41])[CH2:36][CH2:37][C:38]([OH:40])=[O:39]>ClCCl>[C:35]([OH:42])(=[O:41])[CH2:36][CH2:37][C:38]([OH:40])=[O:39].[CH2:30]([N:3]([CH2:1][CH3:2])[CH2:4][CH2:5][NH:6][C:7]([C:9]1[C:17]2[CH2:16][CH2:15][CH2:14]/[C:13](=[C:18]3/[C:19](=[O:28])[NH:20][C:21]4[C:26]/3=[CH:25][C:24]([F:27])=[CH:23][CH:22]=4)/[C:12]=2[NH:11][C:10]=1[CH3:29])=[O:8])[CH3:31] |f:4.5|. Procedure: 4.25 g (10 mmol) (Z)—N-[2-(diethylamino)ethyl]-2-methyl-7-(1,2-dihydro-5-fluoro-2-oxo-3H-indol-3-ylidene)-4,5,6,7-tetrahydro-1H-indol-3-carboxamide was added to a mixture of 250 ml acetonitrile and 50 ml dichloromethane. The mixture was treated under ultrasonic sound to uniform dispersion. 1.36 g (11.5 mmol) succinic acid was added and the solution was heated to reflux with stirring under nitrogen atmosphere. After reaction for 1 h, the resulting solution was filtered while being hot, and the fi... The reactants are CCOC(=O)c1ncc2[nH]c3cccc(C=O)c3c2c1C, CN, CCO, Cl, C[N+](=O)[O-], [Na+], [Na+], O=C([O-])[O-]. The product is CCOC(=O)c1ncc2[nH]c3cccc(C=C[N+](=O)[O-])c3c2c1C. Reaction SMILES: [CH2:1]([CH3:2])[O:3][C:4](=[O:5])[c:6]1[n:7][cH:8][c:9]2[nH:10][c:11]3[cH:12][cH:13][cH:14][c:15]([CH:20]=[O:21])[c:16]3[c:17]2[c:18]1[CH3:19].[CH3:27][NH2:28].[CH3:35][CH2:36][OH:37].[ClH:26].[N+:22](=[O:23])([O-:24])[CH3:25].[Na+:29].[Na+:30].[O-:31][C:32](=[O:33])[O-:34]>>[CH2:1]([CH3:2])[O:3][C:4](=[O:5])[c:6]1[n:7][cH:8][c:9]2[nH:10][c:11]3[cH:12][cH:13][cH:14][c:15]([CH:20]=[CH:25][N+:22](=[O:23])[O-:24])[c:16]3[c:17]2[c:18]1[CH3:19]. Reactants: ClC1=C(C(=C(C=C1OC)OC)Cl)C=1C=C2C=NC(=NC2=CC1)N[C@@H]1C[C@@H](C[C@H]1O)C(=O)OC ((1S,3R,4R)-methyl 3-((6-(2,6-dichloro-3,5-dimethoxyphenyl)quinazolin-2-yl)amino)-4-hydroxycyclopentanecarboxylate), C1=CC=C(C=C1)P(C2=CC=CC=C2)C3=CC=CC=C3 (Ph3P), CC(C)OC(=O)/N=N/C(=O)OC(C)C (DIAD), C1(C=2C(C(N1)=O)=CC=CC2)=O (phthalimide). Solvent: C1CCOC1 (THF), C1CCOC1 (THF). Conditions: temperature -78 celsius, time 1 hour. Yields the product ClC1=C(C(=C(C=C1OC)OC)Cl)C=1C=C2C=NC(=NC2=CC1)N[C@@H]1CC(C[C@@H]1N1C(C2=CC=CC=C2C1=O)=O)C(=O)OC (methyl (3R,4S)-3-((6-(2,6-dichloro-3,5-dimethoxyphenyl)quinazolin-2-yl)amino)-4-(1,3-dioxoisoindolin-2-yl)cyclopentane-1-carboxylate). Isolated yield 100.0%. As a reaction SMILES: C1C=CC(P(C2C=CC=CC=2)C2C=CC=CC=2)=CC=1.CC(OC(/N=N/C(OC(C)C)=O)=O)C.[C:34]1(=[O:44])[NH:38][C:37](=[O:39])[C:36]2=[CH:40][CH:41]=[CH:42][CH:43]=[C:35]12.[Cl:45][C:46]1[C:51]([O:52][CH3:53])=[CH:50][C:49]([O:54][CH3:55])=[C:48]([Cl:56])[C:47]=1[C:57]1[CH:58]=[C:59]2[C:64](=[CH:65][CH:66]=1)[N:63]=[C:62]([NH:67][C@H:68]1[C@H:72](O)[CH2:71][C@@H:70]([C:74]([O:76][CH3:77])=[O:75])[CH2:69]1)[N:61]=[CH:60]2>C1COCC1>[Cl:56][C:48]1[C:49]([O:54][CH3:55])=[CH:50][C:51]([O:52][CH3:53])=[C:46]([Cl:45])[C:47]=1[C:57]1[CH:58]=[C:59]2[C:64](=[CH:65][CH:66]=1)[N:63]=[C:62]([NH:67][C@H:68]1[C@@H:72]([N:38]3[C:34](=[O:44])[C:35]4[C:36](=[CH:40][CH:41]=[CH:42][CH:43]=4)[C:37]3=[O:39])[CH2:71][CH:70]([C:74]([O:76][CH3:77])=[O:75])[CH2:69]1)[N:61]=[CH:60]2. Reported procedure: Ph3P (0.213 g, 0.812 mmol) was taken up in THF (6 ml) and cooled to −78° C. under N2. DIAD (0.126 ml, 0.650 mmol) was added followed by addition of phthalimide (0.105 g, 0.711 mmol) and stirred at −78° C. for 1 hour, followed by addition of (1S,3R,4R)-methyl 3-((6-(2,6-dichloro-3,5-dimethoxyphenyl)quinazolin-2-yl)amino)-4-hydroxycyclopentanecarboxylate (0.100 g, 0.203 mmol) in 4 ml of THF at −78° C. The reaction was stirred overnight while warming to room temperature, after which the solvent was... Reactants: CC(C)(C)C(=O)O, [Cl-], OCc1cc(OCC2CO2)c2cc[nH]c2c1, O, c1ccncc1. The product is CC(C)(C)C(=O)OCc1cc(OCC2CO2)c2cc[nH]c2c1. Reaction SMILES: [C:24]([C:25]([CH3:26])([CH3:27])[CH3:28])(=[O:29])[OH:30].[Cl-:23].[O:1]1[CH:2]([CH2:3][O:4][c:5]2[c:6]3[cH:7][cH:8][nH:9][c:10]3[cH:11][c:12]([CH2:14][OH:15])[cH:13]2)[CH2:16]1.[OH2:31].[cH:17]1[cH:18][cH:19][n:20][cH:21][cH:22]1>>[O:1]1[CH:2]([CH2:3][O:4][c:5]2[c:6]3[cH:7][cH:8][nH:9][c:10]3[cH:11][c:12]([CH2:14][O:15][C:24]([C:25]([CH3:26])([CH3:27])[CH3:28])=[O:29])[cH:13]2)[CH2:16]1.